Dataset: the Open Reaction Database (ORD), a public repository of structured organic reaction records. Task: describe an organic reaction: reactants, conditions, products, and yield The reactants are C(C)OC(CCCCCCCCCCCC1=CC(=CC=C1)I)=O (Ethyl-12-(m-iodophenyl)-dodecanoate), [OH-].[K+] (KOH). Run in C(C)O (ethanol). Yields the product compound 7, IC=1C=C(C=CC1)CCCCCCCCCCCC(=O)O (12-m-iodophenyldodecanoic acid). Yield: 88.0%. As a reaction SMILES: C([O:3][C:4](=[O:23])[CH2:5][CH2:6][CH2:7][CH2:8][CH2:9][CH2:10][CH2:11][CH2:12][CH2:13][CH2:14][CH2:15][C:16]1[CH:21]=[CH:20][CH:19]=[C:18]([I:22])[CH:17]=1)C.[OH-].[K+]>C(O)C>[I:22][C:18]1[CH:17]=[C:16]([CH2:15][CH2:14][CH2:13][CH2:12][CH2:11][CH2:10][CH2:9][CH2:8][CH2:7][CH2:6][CH2:5][C:4]([OH:23])=[O:3])[CH:21]=[CH:20][CH:19]=1 |f:1.2|. Procedure: Ethyl-12-(m-iodophenyl)-dodecanoate (7.17 g, 16.67 mmol), 95% ethanol (100 ml) and KOH (2.0 g) were placed into a 250 ml round-bottomed flask fitted with a reflux condenser. The reaction mixture was refluxed overnight. The ethanol was removed in vacuo and H2O was added. The aqueous solution was acidified and then extracted with ether. The ether layer was dried (MgSO4), and the solvent was evaporated to yield a yellow solid. The crude product was recrystallized with 95% ethanol to provide a white... Starting materials: ClCCl, CCCC(C(=O)OC)N1C(=O)CN=C(c2ccccn2)c2cc(Br)ccc21, O, S=P12SP3(=S)SP(=S)(S1)SP(=S)(S2)S3, c1ccncc1. Yields the product CCCC(C(=O)OC)N1C(=S)CN=C(c2ccccn2)c2cc(Br)ccc21. RXN SMILES: [CH2:49]([Cl:50])[Cl:51].[CH3:1][O:2][C:3]([CH:4]([N:5]1[C:6](=[O:23])[CH2:7][N:8]=[C:9]([c:17]2[n:18][cH:19][cH:20][cH:21][cH:22]2)[c:10]2[c:11]1[cH:12][cH:13][c:14]([Br:16])[cH:15]2)[CH2:24][CH2:25][CH3:26])=[O:27].[OH2:48].[P:28]12(=[S:29])[S:30][P:31]3(=[S:41])[S:32][P:33](=[S:39])([S:34][P:35](=[S:38])([S:36]3)[S:37]1)[S:40]2.[cH:42]1[cH:43][cH:44][n:45][cH:46][cH:47]1>>[CH3:1][O:2][C:3]([CH:4]([N:5]1[C:6](=[S:29])[CH2:7][N:8]=[C:9]([c:17]2[n:18][cH:19][cH:20][cH:21][cH:22]2)[c:10]2[c:11]1[cH:12][cH:13][c:14]([Br:16])[cH:15]2)[CH2:24][CH2:25][CH3:26])=[O:27]. As a reaction SMILES: [CH2:1]([N:4]([CH2:23][CH2:24][CH3:25])[CH2:5][CH2:6][CH2:7][CH2:8][C:9]1[N:10]([CH:20]([CH3:22])[CH3:21])[C:11]2[CH:17]=[C:16]([C:18]#[N:19])[CH:15]=[CH:14][C:12]=2[N:13]=1)[CH2:2][CH3:3].[OH-].[Na+]>C(O)C.[Ni]>[NH2:19][CH2:18][C:16]1[CH:15]=[CH:14][C:12]2[N:13]=[C:9]([CH2:8][CH2:7][CH2:6][CH2:5][N:4]([CH2:1][CH2:2][CH3:3])[CH2:23][CH2:24][CH3:25])[N:10]([CH:20]([CH3:21])[CH3:22])[C:11]=2[CH:17]=1 |f:1.2|. Solvent: C(C)O (ethanol). Starting materials: C(CC)N(CCCCC=1N(C2=C(N1)C=CC(=C2)C#N)C(C)C)CCC (2-(4-dipropylamino-butyl)-3-isopropyl-3H-benzimidazol-5-carbonitrile), [OH-].[Na+] (sodium hydroxide). Yield: 91.0%. Reported procedure: The compound (34.0 mg) obtained in Example 47-3 was dissolved in ethanol (2.0 ml) and added with a 1 mol/l sodium hydroxide aqueous solution (340 μl) and Raney nickel (4.0 mg). The whole was stirred overnight at room temperature under a hydrogen atmosphere. After completion of the reaction, the solution was filtrated through Celite and the solvent was distilled off. The resultant was subjected to extraction with chloroform and washed with a saturated saline solution. The organic layer was dried ... Reagents/catalysts: [Ni] (Raney nickel). Conditions: time 8 hour. Product: NCC=1C=CC2=C(N(C(=N2)CCCCN(CCC)CCC)C(C)C)C1 ([4-(6-aminomethyl-1-isopropyl-1H-benzimidazol-2-yl)-butyl]-dipropyl-amine).